Dataset: the Open Reaction Database (ORD), a public repository of structured organic reaction records. Task: describe an organic reaction: reactants, conditions, products, and yield The reactants are C(C)(=O)OC(C)=O (Acetic acid anhydride), S1C(=CC=C1)CCN (2-(2-thienyl)ethylamine), O (water). The solvent is C(=O)O (formic acid). Reaction conditions: temperature 0 celsius, time 3 hour. Product: S1C(=CC=C1)CCNC=O (N-(2-(2-thienyl)ethyl)formamide). As a reaction SMILES: [S:1]1[CH:5]=[CH:4][CH:3]=[C:2]1[CH2:6][CH2:7][NH2:8].[C:9](OC(=O)C)(=[O:11])C.O>C(O)=O>[S:1]1[CH:5]=[CH:4][CH:3]=[C:2]1[CH2:6][CH2:7][NH:8][CH:9]=[O:11]. Reported procedure: 2-(2-thienyl)ethylamine (15.0 g, 118 mmol) was dissolved in formic acid (120 ml) while cooling with an water bath. The solution was cooled to 0° C. Acetic acid anhydride (45 ml) was added dropwise. The reaction mixture was stirred at room temperature for 3 h. It was cooled to 0° C., and water (45 ml) was added dropwise. The mixture was stirred for 16 h, while it was warming up to room temperature. The solvent was removed in vacuo. The residue was dissolved in ethyl acetate (300 ml). The solution... Procedure details: A solution of KOH (0.19 g, 3.43 mmol) in ethanol (5 mL) was added to a solution of 2-(2-tert-butoxycarbonylamino-pyridin4-ylmethyl)-malonic acid diethyl ester (1.20 g, 3.27 mmol) in ethanol (5 mL) and methylene chloride (5 mL) at 0° C. The mixture was stirred for 18 h at room temperature. The mixture was concentrated under reduced pressure and water was added to the residue. The aqueous layer was washed with diethyl ether, acidified to pH 4 by 1M HCl, and extracted with methylene chloride. The o... The product is C(C)OC(C(C(=O)O)CC1=CC(=NC=C1)NC(=O)OC(C)(C)C)=O (2-(2-tert-butoxycarbonylamino-pyridin4-ylmethyl)-malonic acid monoethyl ester). Run in C(C)O (ethanol), C(C)O (ethanol), C(Cl)Cl (methylene chloride). Conditions: time 18 hour. Reactants: [OH-].[K+] (KOH), C(C)OC(C(C(=O)OCC)CC1=CC(=NC=C1)NC(=O)OC(C)(C)C)=O (2-(2-tert-butoxycarbonylamino-pyridin4-ylmethyl)-malonic acid diethyl ester). Reaction SMILES: [OH-].[K+].[CH2:3]([O:5][C:6](=[O:28])[CH:7]([CH2:13][C:14]1[CH:19]=[CH:18][N:17]=[C:16]([NH:20][C:21]([O:23][C:24]([CH3:27])([CH3:26])[CH3:25])=[O:22])[CH:15]=1)[C:8]([O:10]CC)=[O:9])[CH3:4]>C(O)C.C(Cl)Cl>[CH2:3]([O:5][C:6](=[O:28])[CH:7]([CH2:13][C:14]1[CH:19]=[CH:18][N:17]=[C:16]([NH:20][C:21]([O:23][C:24]([CH3:27])([CH3:26])[CH3:25])=[O:22])[CH:15]=1)[C:8]([OH:10])=[O:9])[CH3:4] |f:0.1|. The yield is 81.3%. Starting materials: C1CN2CCN1CC2 (DABCO), S(=O)(=O)(C1=CC=C(C)C=C1)Cl (TsCl), O1CC(C1)CCO (2-(3-oxetanyl)ethanol). Solvent: C(Cl)Cl (CH2Cl2). Reaction conditions: time 15 minute. Yields the product O1CC(C1)CCOS(=O)(=O)C1=CC=C(C=C1)C (2-(3-Oxetanyl)ethyl-4-methylbenzenesulfonate). As a reaction SMILES: [O:1]1[CH2:4][CH:3]([CH2:5][CH2:6][OH:7])[CH2:2]1.C1N2CCN(CC2)C1.[S:16](Cl)([C:19]1[CH:25]=[CH:24][C:22]([CH3:23])=[CH:21][CH:20]=1)(=[O:18])=[O:17]>C(Cl)Cl>[O:1]1[CH2:4][CH:3]([CH2:5][CH2:6][O:7][S:16]([C:19]2[CH:25]=[CH:24][C:22]([CH3:23])=[CH:21][CH:20]=2)(=[O:18])=[O:17])[CH2:2]1. Procedure: At 0° C., to a solution of 2-(3-oxetanyl)ethanol (according to the synthesis procedure in the reference: Journal of American Chemical Society, 2009, 131, 2786-2787.) (193 mg, 1.89 mmol) in CH2Cl2 (15 mL) was added DABCO (847 mg, 7.56 mmol) and TsCl (1.43 g, 7.56 mmol) was then added dropwise, the mixture was stirred for 15 minutes. After filtration, the filter cake was washed with CH2Cl2 and the filtrate was washed twice with water. The organic phase was dries over anhydrous sodium sulphate. The... Reported procedure: 0.23 Gram of 4-[(4-trifluoromethylphenyl)-amino]-4H-1,2,4-triazole was added little by little to an N,N-dimethylformamide suspension of 0.04 g of sodium hydride at room temperature. The mixture was stirred for 30 minutes at room temperature, and 0.15 g of 4-fluoronitrobenzene was added thereto and the mixture was stirred for 15 minutes at 100° C. The solvent was removed by distillation under reduced pressure and water was added to the residue, which was then extracted with chloroform. The chloro... Reaction SMILES: [F:1][C:2]([F:16])([F:15])[C:3]1[CH:8]=[CH:7][C:6]([NH:9][N:10]2[CH:14]=[N:13][N:12]=[CH:11]2)=[CH:5][CH:4]=1.[H-].[Na+].F[C:20]1[CH:25]=[CH:24][C:23]([N+:26]([O-:28])=[O:27])=[CH:22][CH:21]=1.[CH3:29]N(C)C=O>>[N+:26]([C:23]1[CH:24]=[CH:25][C:20]([CH2:29][N:9]([N:10]2[CH:11]=[N:12][N:13]=[CH:14]2)[C:6]2[CH:5]=[CH:4][C:3]([C:2]([F:1])([F:15])[F:16])=[CH:8][CH:7]=2)=[CH:21][CH:22]=1)([O-:28])=[O:27] |f:1.2|. Yields the product [N+](=O)([O-])C1=CC=C(CN(C2=CC=C(C=C2)C(F)(F)F)N2C=NN=C2)C=C1 (4-[N-(4-nitrobenzyl)-N-(4-trifluoromethylphenyl)amino]-4H-1,2,4-triazole). The reactants are FC(C1=CC=C(C=C1)NN1C=NN=C1)(F)F (4-[(4-trifluoromethylphenyl)-amino]-4H-1,2,4-triazole), [H-].[Na+] (sodium hydride), CN(C=O)C (N,N-dimethylformamide), FC1=CC=C(C=C1)[N+](=O)[O-] (4-fluoronitrobenzene). Reaction conditions: time 30 minute.